From a dataset of the Open Reaction Database (ORD), a public repository of structured organic reaction records. describe an organic reaction: reactants, conditions, products, and yield RXN SMILES: [CH2:36]1[O:37][CH2:38][CH2:39][CH2:40]1.[CH3:26][C:27]([CH3:28])([O-:29])[CH3:30].[CH3:32][C:33](=[O:34])[OH:35].[Cl:1][CH2:2][S:3](=[O:4])(=[O:5])[c:6]1[cH:7][cH:8][cH:9][c:10]2[cH:11][cH:12][cH:13][cH:14][c:15]12.[F:16][c:17]1[cH:18][cH:19][c:20]([N+:23](=[O:24])[O-:25])[cH:21][cH:22]1.[K+:31]>>[CH2:2]([S:3](=[O:4])(=[O:5])[c:6]1[cH:7][cH:8][cH:9][c:10]2[cH:11][cH:12][cH:13][cH:14][c:15]12)[c:21]1[c:20]([N+:23](=[O:24])[O-:25])[cH:19][cH:18][c:17]([F:16])[cH:22]1. Reactants: C1CCOC1, CC(C)(C)[O-], CC(=O)O, O=S(=O)(CCl)c1cccc2ccccc12, O=[N+]([O-])c1ccc(F)cc1, [K+]. Yields the product O=[N+]([O-])c1ccc(F)cc1CS(=O)(=O)c1cccc2ccccc12. As a reaction SMILES: [O:1]=[C:2]1[C:10]2[C:5](=[CH:6][CH:7]=[CH:8][CH:9]=2)[C:4](=[O:11])[N:3]1[C@H:12]1[CH2:18][C:17]2[CH:19]=[CH:20][CH:21]=[CH:22][C:16]=2[CH:15]2[CH2:23][CH2:24][CH:25]=[CH:26][N:14]2[C:13]1=[O:27].S(=O)(=O)(O)O.[CH:33]([OH:35])=[O:34]>C(OCC)(=O)C.CCCCCC.C(O)(=O)C>[O:1]=[C:2]1[C:10]2[C:5](=[CH:6][CH:7]=[CH:8][CH:9]=2)[C:4](=[O:11])[N:3]1[CH:12]1[CH2:18][C:17]2[CH:19]=[CH:20][CH:21]=[CH:22][C:16]=2[CH:15]2[CH2:23][CH2:24][CH2:25][C@@H:26]([C:33]([OH:35])=[O:34])[N:14]2[C:13]1=[O:27] |f:3.4.5|. Solvent: C(C)(=O)OCC.CCCCCC.C(C)(=O)O (ethyl acetate hexane acetic acid). Yields the product O=C1N(C(C2=CC=CC=C12)=O)C1C(N2C(C3=C(C1)C=CC=C3)CCC[C@H]2C(=O)O)=O ((S)-7-[(1,3-Dihydro-1,3-dioxo-2H-isoindol-2-yl)]-1,2,3,4,6,7,8,12b-octahydro-6-oxopyrido[2,1-a][2]benzazepine-4-carboxylic acid). Procedure details: Combine (S)-7-[(1,3-dihydro-1,3-dioxo-2H-isoindol-2-yl)]-1,2,6,7,8,12b-hexahydro-6-oxopyrido[2,1-a][2]benzazepine (67 mg, 0.19 mmol) and sulfuric acid (2.0 mL, 95-98%) in a pressure vessel. Add 96% formic acid (400 μL) and quickly seal the vessel. After 18 hours, open the vessel cautiously and add ice-cold water (5 mL). Extract the reaction mixture repeatedly with chloroform. Combine the organic layers, dry over MgSO4, filter, and evaporate in vacuo to give a residue. Chromatograph the residue o... Conditions: time 18 hour. The reactants are O=C1N(C(C2=CC=CC=C12)=O)[C@@H]1C(N2C(C3=C(C1)C=CC=C3)CCC=C2)=O ((S)-7-[(1,3-dihydro-1,3-dioxo-2H-isoindol-2-yl)]-1,2,6,7,8,12b-hexahydro-6-oxopyrido[2,1-a][2]benzazepine), ice, S(O)(O)(=O)=O (sulfuric acid), C(=O)O (formic acid). The reactants are Cc1ccccc1, CCOC(=O)c1cc2c(nc1C)C(Cl)CCCC2. Yields the product CCOC(=O)c1cc2c(nc1C)C=CCCC2. Reaction SMILES: [CH3:19][c:20]1[cH:21][cH:22][cH:23][cH:24][cH:25]1.[Cl:1][CH:2]1[CH2:3][CH2:4][CH2:5][CH2:6][c:7]2[c:8]1[n:9][c:10]([CH3:18])[c:11]([C:13](=[O:14])[O:15][CH2:16][CH3:17])[cH:12]2>>[CH:2]1=[CH:3][CH2:4][CH2:5][CH2:6][c:7]2[c:8]1[n:9][c:10]([CH3:18])[c:11]([C:13](=[O:14])[O:15][CH2:16][CH3:17])[cH:12]2. The reactants are COc1cccc(CN(C(=O)C2CN(C(=O)OC(C)(C)C)CC=C2c2ccc(CCCO[Si](C)(C)C(C)(C)C)cc2)C2CC2)c1C, Cc1cccc(CNC2CC2)c1C, COc1cccc(CNC2CC2)c1C. Product: Cc1cccc(CN(C(=O)C2CN(C(=O)OC(C)(C)C)CC=C2c2ccc(CCCO[Si](C)(C)C(C)(C)C)cc2)C2CC2)c1C. RXN SMILES: [C:1]([CH3:2])([CH3:3])([CH3:4])[O:5][C:6](=[O:7])[N:8]1[CH2:9][CH:10]([C:31]([N:32]([CH:33]2[CH2:34][CH2:35]2)[CH2:36][c:37]2[cH:38][cH:39][cH:40][c:41]([O:42][CH3:43])[c:44]2[CH3:45])=[O:46])[C:11]([c:14]2[cH:15][cH:16][c:17]([CH2:20][CH2:21][CH2:22][O:23][Si:24]([CH3:25])([CH3:26])[C:27]([CH3:28])([CH3:29])[CH3:30])[cH:18][cH:19]2)=[CH:12][CH2:13]1.[CH:47]1([NH:50][CH2:51][c:52]2[c:53]([CH3:59])[c:54]([CH3:58])[cH:55][cH:56][cH:57]2)[CH2:48][CH2:49]1.[CH:60]1([NH:61][CH2:62][c:63]2[cH:64][cH:65][cH:66][c:67]([O:68][CH3:69])[c:70]2[CH3:71])[CH2:72][CH2:73]1>>[C:1]([CH3:2])([CH3:3])([CH3:4])[O:5][C:6](=[O:7])[N:8]1[CH2:9][CH:10]([C:31](=[O:46])[N:50]([CH:47]2[CH2:48][CH2:49]2)[CH2:51][c:52]2[c:53]([CH3:59])[c:54]([CH3:58])[cH:55][cH:56][cH:57]2)[C:11]([c:14]2[cH:15][cH:16][c:17]([CH2:20][CH2:21][CH2:22][O:23][Si:24]([CH3:25])([CH3:26])[C:27]([CH3:28])([CH3:29])[CH3:30])[cH:18][cH:19]2)=[CH:12][CH2:13]1.